This data is from the Open Reaction Database (ORD), a public repository of structured organic reaction records. The task is: describe an organic reaction: reactants, conditions, products, and yield Starting materials: CN(C(C(C)C1=CC=C(C=C1)OCC1=CC(=CC(=C1)C)C)=O)[C@@H](C(=O)OC)C (Methyl 2-{N-Methyl-N-[(R/S)-α-methyl-4-(3,5-dimethylbenzyloxy)phenylacetyl]amino}-(R)-propionate), [Li+].[OH-] (LiOH), Cl (HCl). The solvent is C1CCOC1 (THF). Product: CN(C(C(C)C1=CC=C(C=C1)OCC1=CC(=CC(=C1)C)C)=O)[C@@H](C(=O)O)C (2-{N-Methyl-N-[(R/S)-α-methyl-4-(3,5-dimethylbenzyloxy)phenylacetyl]amino}-(R)-propionic Acid). Yield: 99.6%. RXN SMILES: [CH3:1][N:2]([C@H:23]([CH3:28])[C:24]([O:26]C)=[O:25])[C:3](=[O:22])[CH:4]([C:6]1[CH:11]=[CH:10][C:9]([O:12][CH2:13][C:14]2[CH:19]=[C:18]([CH3:20])[CH:17]=[C:16]([CH3:21])[CH:15]=2)=[CH:8][CH:7]=1)[CH3:5].[Li+].[OH-].Cl>C1COCC1>[CH3:1][N:2]([C@H:23]([CH3:28])[C:24]([OH:26])=[O:25])[C:3](=[O:22])[CH:4]([C:6]1[CH:7]=[CH:8][C:9]([O:12][CH2:13][C:14]2[CH:19]=[C:18]([CH3:20])[CH:17]=[C:16]([CH3:21])[CH:15]=2)=[CH:10][CH:11]=1)[CH3:5] |f:1.2|. Procedure: A solution of methyl 2-{N-methyl-N-[(R/S)-α-methyl-4-(3,5-dimethylbenzyloxy)phenylacetyl]amino}-(R)-propionate 46b (107 mg, 0.28 mmol) in THF (5 mL) was treated with 1 N LiOH (1 mL) for 40 min. The solution was acidified with 1 N HCl (1.5 mL) and extracted with EtOAc three times. The combined organic layers were washed with brine, dried over MgSO4 and concentrated to give the acid (103 mg, 100%) as a solid. MS (CI—NH3): (M+H)+=370. Reactants: O[C@@H]1[C@H](O)[C@@H](O)[C@@H](O)[C@H](O1)CO (α-D-galactopyranose), O=C[C@@H](O)[C@H](O)[C@H](O)[C@@H](O)CO (L-galactose), O[C@H]1[C@H](O)[C@@H](O)[C@@H](O1)[C@H](O)CO (β-D-galactofuranose), O[C@H]1[C@@H](O)[C@H](O)[C@H](O1)[C@@H](O)CO (α-L-galactofuranose), O[C@@H]1[C@@H](O)[C@H](O)[C@H](O1)[C@@H](O)CO (β-L-galactofuranose), O[C@@H]1[C@@H](O)[C@H](O)[C@H](O)[C@@H](O1)CO (β-L-galactopyranose), O[C@H]1[C@H](O)[C@@H](O)[C@@H](O)[C@H](O1)CO (β-D-galactopyranose), O[C@@H]1[C@H](O)[C@@H](O)[C@@H](O1)[C@H](O)CO (α-D-galactofuranose), O[C@H]1[C@@H](O)[C@H](O)[C@H](O)[C@@H](O1)CO (α-L-galactopyranose). Product: O=C[C@H](O)[C@@H](O)[C@@H](O)[C@H](O)CO (D-galactose). Reaction SMILES: [OH:1][C@H:2]1[O:10][C@H:9]([CH2:11][OH:12])[C@H:7]([OH:8])[C@H:5]([OH:6])[C@H:3]1[OH:4].O[C@@H]1O[C@H](CO)[C@H](O)[C@H](O)[C@H]1O.O[C@H]1O[C@@H]([C@@H](CO)O)[C@H](O)[C@H]1O.O[C@@H]1O[C@@H]([C@@H](CO)O)[C@H](O)[C@H]1O.O=C[C@H]([C@@H]([C@@H]([C@H](CO)O)O)O)O.O[C@@H]1O[C@@H](CO)[C@@H](O)[C@@H](O)[C@@H]1O.O[C@H]1O[C@@H](CO)[C@@H](O)[C@@H](O)[C@@H]1O.O[C@@H]1O[C@H]([C@H](CO)O)[C@@H](O)[C@@H]1O.O[C@H]1O[C@H]([C@H](CO)O)[C@@H](O)[C@@H]1O>>[O:1]=[CH:2][C@@H:3]([C@H:5]([C@H:7]([C@@H:9]([CH2:11][OH:12])[OH:10])[OH:8])[OH:6])[OH:4]. Reported procedure: α-D-galactopyranose; β-D-galactopyranose; α-D-galactofuranose; β-D-galactofuranose; L-galactose; α-L-galactopyranose; β-L-galactopyranose; α-L-galactofuranose; β-L-galactofuranose The reactants are FC(OC1=CC=C(N)C=C1)F (4-(difluoromethoxy)aniline), Cl (hydrochloric acid), [N-]=[N+]=[N-].[Na+] (Sodium azide), N(=O)[O-].[Na+] (sodium nitrite). The solvent is O (water), O (water), O (water). Reaction conditions: temperature 0 celsius. Yields the product N(=[N+]=[N-])C1=CC=C(C=C1)OC(F)F (1-azido-4-(difluoromethoxy)benzene). As a reaction SMILES: [F:1][CH:2]([F:11])[O:3][C:4]1[CH:10]=[CH:9][C:7]([NH2:8])=[CH:6][CH:5]=1.Cl.N([O-])=O.[Na+].[N-:17]=[N+:18]=[N-].[Na+]>O>[N:8]([C:7]1[CH:9]=[CH:10][C:4]([O:3][CH:2]([F:11])[F:1])=[CH:5][CH:6]=1)=[N+:17]=[N-:18] |f:2.3,4.5|. Procedure details: In a 20 mL four-necked flask, 4-(difluoromethoxy)aniline (0.5 g, 3.14 mmol) and hydrochloric acid (37% in water, 0.54 ml, 6.6 mmol) were combined with water (5 ml) to give a light yellow solution. Cooled to 0° C. using an ice-bath, sodium nitrite (217 mg, 3.14 mmol) was dissolved in water (1 ml) and added carefully ensuring that the temperature did not increase above 5° C. Sodium azide (204 mg, 3.14 mmol) was dissolved in water (1 ml) and added drop-wise to the orange solution, keeping the tempe... RXN SMILES: [CH3:38][N:39]1[CH2:40][CH2:41][NH:42][CH2:43][CH2:44]1.[F:1][c:2]1[cH:3][c:4]([C:5](=[O:6])[NH:7][c:8]2[cH:9][cH:10][c:11]([O:18][c:19]3[n:20][c:21]([S:25]([CH3:26])(=[O:27])=[O:28])[n:22][cH:23][cH:24]3)[c:12]3[cH:13][cH:14][cH:15][cH:16][c:17]23)[cH:29][c:30]([N:32]2[CH2:33][CH2:34][O:35][CH2:36][CH2:37]2)[cH:31]1>>[F:1][c:2]1[cH:3][c:4]([C:5](=[O:6])[NH:7][c:8]2[cH:9][cH:10][c:11]([O:18][c:19]3[n:20][c:21]([N:42]4[CH2:41][CH2:40][N:39]([CH3:38])[CH2:44][CH2:43]4)[n:22][cH:23][cH:24]3)[c:12]3[cH:13][cH:14][cH:15][cH:16][c:17]23)[cH:29][c:30]([N:32]2[CH2:33][CH2:34][O:35][CH2:36][CH2:37]2)[cH:31]1. Product: CN1CCN(c2nccc(Oc3ccc(NC(=O)c4cc(F)cc(N5CCOCC5)c4)c4ccccc34)n2)CC1. Reactants: CN1CCNCC1, CS(=O)(=O)c1nccc(Oc2ccc(NC(=O)c3cc(F)cc(N4CCOCC4)c3)c3ccccc23)n1. The reactants are CS(C)=O, CC(C)(C)OC(=O)N1CC=C(c2cc3c(Cl)ncnc3[nH]2)CC1, C1CN2CCN1CC2. Product: [Cl-], CC(C)(C)OC(=O)N1CC=C(c2cc3c([N+]45CCN(CC4)CC5)ncnc3[nH]2)CC1. RXN SMILES: [CH3:32][S:33]([CH3:34])=[O:35].[Cl:1][c:2]1[c:3]2[c:4]([n:5][cH:6][n:7]1)[nH:8][c:9]([C:11]1=[CH:16][CH2:15][N:14]([C:17](=[O:18])[O:19][C:20]([CH3:21])([CH3:22])[CH3:23])[CH2:13][CH2:12]1)[cH:10]2.[N:24]12[CH2:25][CH2:26][N:27]([CH2:28][CH2:29]1)[CH2:30][CH2:31]2>>[Cl-:1].[c:2]1([N+:24]23[CH2:25][CH2:26][N:27]([CH2:28][CH2:29]2)[CH2:30][CH2:31]3)[c:3]2[c:4]([n:5][cH:6][n:7]1)[nH:8][c:9]([C:11]1=[CH:16][CH2:15][N:14]([C:17](=[O:18])[O:19][C:20]([CH3:21])([CH3:22])[CH3:23])[CH2:13][CH2:12]1)[cH:10]2. Product: COc1nc2c(cc1C=O)N(C)C(=O)C2(C)C. As a reaction SMILES: [CH2:20]([Cl:21])[Cl:22].[CH3:18][OH:19].[CH3:1][O:2][c:3]1[c:4]([CH:16]=[CH2:17])[cH:5][c:6]2[c:7]([n:8]1)[C:9]([CH3:14])([CH3:15])[C:10](=[O:13])[N:11]2[CH3:12]>>[CH3:1][O:2][c:3]1[c:4]([CH:16]=[O:19])[cH:5][c:6]2[c:7]([n:8]1)[C:9]([CH3:14])([CH3:15])[C:10](=[O:13])[N:11]2[CH3:12]. Reactants: ClCCl, CO, C=Cc1cc2c(nc1OC)C(C)(C)C(=O)N2C.